describe an organic reaction: reactants, conditions, products, and yield From a dataset of the Open Reaction Database (ORD), a public repository of structured organic reaction records. Reported procedure: Conversion of the hydrochloride salt of 2-imino-1-methylpyrrolidine (6.73 g.; 0.05 mole) to the free base (4.9 g. assuming 100% conversion) is carried out in the usual manner. After drying over K2CO3, the benzene layer is stirred at room temperature and 9.36 g. (0.05 mole) of m-trifluoromethylphenylisocyanate is added (some solid precipitates). The reaction mixture is stirred overnight. The resulting solid is collected, m.p. = 155°-156° C. The benzene filtrate, upon removal of the solvent, affor... As a reaction SMILES: [NH:1]=[C:2]1[CH2:6][CH2:5][CH2:4][N:3]1[CH3:7].[F:8][C:9]([F:20])([F:19])[C:10]1[CH:11]=[C:12]([N:16]=[C:17]=[O:18])[CH:13]=[CH:14][CH:15]=1>>[CH3:7][N:3]1[CH2:4][CH2:5][CH2:6][C:2]1=[N:1][C:17]([NH:16][C:12]1[CH:13]=[CH:14][CH:15]=[C:10]([C:9]([F:8])([F:19])[F:20])[CH:11]=1)=[O:18]. Starting materials: hydrochloride salt, N=C1N(CCC1)C (2-imino-1-methylpyrrolidine), FC(C=1C=C(C=CC1)N=C=O)(F)F (m-trifluoromethylphenylisocyanate). Product: CN1C(CCC1)=NC(=O)NC1=CC(=CC=C1)C(F)(F)F (1-(1-methyl-2-pyrrolidylidene)-3-(m-trifluoromethylphenyl)urea). The reactants are OC1=C(C(=O)O)C=CC(=C1)[N+](=O)[O-] (2-hydroxy-4-nitro-benzoic acid), S(O)(O)(=O)=O (sulfuric acid), CO (MeOH). The product is COC(C1=C(C=C(C=C1)[N+](=O)[O-])O)=O (2-hydroxy-4-nitro-benzoic acid methyl ester). As a reaction SMILES: [OH:1][C:2]1[CH:10]=[C:9]([N+:11]([O-:13])=[O:12])[CH:8]=[CH:7][C:3]=1[C:4]([OH:6])=[O:5].S(=O)(=O)(O)O.[CH3:19]O>>[CH3:19][O:5][C:4](=[O:6])[C:3]1[CH:7]=[CH:8][C:9]([N+:11]([O-:13])=[O:12])=[CH:10][C:2]=1[OH:1]. Procedure: To a MeOH solution (200 ml) of 2-hydroxy-4-nitro-benzoic acid (18 g) was added concentrated sulfuric acid. The resulting mixture was heated to reflux for 24 h. After it was cooled to rt, volatile was removed in vacuo. The residue was then partitioned between water and EtOAc. The EtOAc layer was washed with water (2×), NaHCO3 (sat.), NaCl (sat.), dried over Na2SO4 and concentrated. The crude product was purified on a silica gel column with 20% EtOAc in hexane to give 14.5 g of 2-hydroxy-4-nitro-b... Starting materials: CCCC(Oc1cc(C)c(-n2cc(C(F)(F)F)cn2)c(C)c1)c1ccc(C(=O)OCC)cc1, CO, [Li+], C1CCOC1, [OH-], O, O. The product is CCCC(Oc1cc(C)c(-n2cc(C(F)(F)F)cn2)c(C)c1)c1ccc(C(=O)O)cc1. As a reaction SMILES: [CH3:1][c:2]1[cH:3][c:4]([O:5][CH:6]([CH2:7][CH2:8][CH3:9])[c:10]2[cH:11][cH:12][c:13]([C:14](=[O:15])[O:16][CH2:17][CH3:18])[cH:19][cH:20]2)[cH:21][c:22]([CH3:33])[c:23]1-[n:24]1[n:25][cH:26][c:27]([C:29]([F:30])([F:31])[F:32])[cH:28]1.[CH3:43][OH:44].[Li+:42].[O:35]1[CH2:36][CH2:37][CH2:38][CH2:39]1.[OH-:41].[OH2:34].[OH2:40]>>[CH3:1][c:2]1[cH:3][c:4]([O:5][CH:6]([CH2:7][CH2:8][CH3:9])[c:10]2[cH:11][cH:12][c:13]([C:14](=[O:15])[OH:16])[cH:19][cH:20]2)[cH:21][c:22]([CH3:33])[c:23]1-[n:24]1[n:25][cH:26][c:27]([C:29]([F:30])([F:31])[F:32])[cH:28]1. The reactants are FC=1C=C(C=C(C1)F)CC(=O)N[C@@H](C)C(=O)O (N-(3,5-Difluorophenylacetyl)-L-alanine), NC1C(N(C2=C(C(=N1)C1=CC=CC=C1)C=CC=C2)CC)=O (3-amino-2,3-dihydro-1-ethyl-5-phenyl-1H-1,4-benzodiazepin-2-one). The product is FC=1C=C(C=C(C1)F)CC(=O)N[C@@H](C)C(=O)NC1C(N(C2=C(C(=N1)C1=CC=CC=C1)C=CC=C2)CC)=O (3-(N′-(3,5-Difluorophenylacetyl)-L-alaninyl)amino-2,3-dihydro-1-ethyl-5-phenyl-1H-1,4-benzodiazepin-2-one). RXN SMILES: [F:1][C:2]1[CH:3]=[C:4]([CH2:9][C:10]([NH:12][C@H:13]([C:15]([OH:17])=O)[CH3:14])=[O:11])[CH:5]=[C:6]([F:8])[CH:7]=1.[NH2:18][CH:19]1[N:25]=[C:24]([C:26]2[CH:31]=[CH:30][CH:29]=[CH:28][CH:27]=2)[C:23]2[CH:32]=[CH:33][CH:34]=[CH:35][C:22]=2[N:21]([CH2:36][CH3:37])[C:20]1=[O:38]>>[F:8][C:6]1[CH:5]=[C:4]([CH2:9][C:10]([NH:12][C@H:13]([C:15]([NH:18][CH:19]2[N:25]=[C:24]([C:26]3[CH:31]=[CH:30][CH:29]=[CH:28][CH:27]=3)[C:23]3[CH:32]=[CH:33][CH:34]=[CH:35][C:22]=3[N:21]([CH2:36][CH3:37])[C:20]2=[O:38])=[O:17])[CH3:14])=[O:11])[CH:3]=[C:2]([F:1])[CH:7]=1. Procedure: Following General Procedure A above using N-(3,5-difluorophenylacetyl)-L-alanine (Example B) and 3-amino-2,3-dihydro-1-ethyl-5-phenyl-1H-1,4-benzodiazepin-2-one (prepared as described in Example 8-X using ethyl iodide), the title compound was prepared as a solid having a melting point of 155-158° C. The reaction was monitored by tlc on silica gel (Rf=0.48 in 10% methanol/dichloromethane) and purification was by silica gel chromatography using 10% methanol/dichloromethane as the eluant, followed ... Starting materials: Cc1ccc2c(Br)c(Cl)ccc2n1, [K+], O=[N+]([O-])[O-], O, O=S(=O)(O)O. Reaction SMILES: [Br:1][c:2]1[c:3]2[cH:4][cH:5][c:6]([CH3:13])[n:7][c:8]2[cH:9][cH:10][c:11]1[Cl:12].[K+:14].[O-:15][N+:16]([O-:17])=[O:18].[OH2:19].[S:20](=[O:21])(=[O:22])([OH:23])[OH:24]>>[Br:1][c:2]1[c:3]2[cH:4][cH:5][c:6]([CH3:13])[n:7][c:8]2[c:9]([N+:16](=[O:15])[O-:17])[cH:10][c:11]1[Cl:12]. Product: Cc1ccc2c(Br)c(Cl)cc([N+](=O)[O-])c2n1. Starting materials: Cl (hydrochloric acid), CO.O (methanol water), [OH-].[K+] (potassium hydroxide), CC=1C=CC(=CC1)S(=O)(=O)O (p-TsOH), C1=CC=CC=C1 (benzene). The product is C(CCC)[C@@H]1C(=O)OC(CC1)CO ((S)-2-butyl-5-hydroxymethyl-δ-valerolactone). Reaction SMILES: Cl.[CH3:2][OH:3].[OH2:4].[OH-:5].[K+].[CH3:7][C:8]1[CH:9]=[CH:10][C:11](S(O)(=O)=O)=[CH:12][CH:13]=1.[CH:18]1[CH:23]=CC=CC=1>>[CH2:12]([C@H:11]1[CH2:10][CH2:9][CH:8]([CH2:7][OH:5])[O:4][C:2]1=[O:3])[CH2:13][CH2:23][CH3:18] |f:1.2,3.4|. Procedure details: In 12 ml of anhydrous tetrahydrofuran (THF) was dissolved 1.02 ml of diisopropylamine, and 4.8 ml of a 1.58M solution of n-butyl lithium in hexane was added to the solution at -40° C. in an argon atmosphere, and the mixture was stirred for 20 minutes and cooled to -78° C. A solution of 0.92 g of methyl hexanoate in 12 ml of anhydrous THF was added dropwise into the mixture over a period of 1 hour. The mixture was stirred for 20 minutes, and about 3 ml of a solution of 1.0 g of (S)-4-iodobutane-1...